From a dataset of the Open Reaction Database (ORD), a public repository of structured organic reaction records. describe an organic reaction: reactants, conditions, products, and yield Starting materials: CCOC(C)=O, CCO, CN1CCn2c1nc(C(=O)NCc1ccc(F)cc1)c(OCc1ccccc1)c2=O, [H][H]. The product is CN1CCn2c1nc(C(=O)NCc1ccc(F)cc1)c(O)c2=O. Reaction SMILES: [CH3:33][CH2:34][O:35][C:36](=[O:37])[CH3:38].[CH3:39][CH2:40][OH:41].[F:1][c:2]1[cH:3][cH:4][c:5]([CH2:6][NH:7][C:8](=[O:9])[c:10]2[n:11][c:12]3[n:13]([c:14](=[O:24])[c:15]2[O:16][CH2:17][c:18]2[cH:19][cH:20][cH:21][cH:22][cH:23]2)[CH2:25][CH2:26][N:27]3[CH3:28])[cH:29][cH:30]1.[H:31][H:32]>>[F:1][c:2]1[cH:3][cH:4][c:5]([CH2:6][NH:7][C:8](=[O:9])[c:10]2[n:11][c:12]3[n:13]([c:14](=[O:24])[c:15]2[OH:16])[CH2:25][CH2:26][N:27]3[CH3:28])[cH:29][cH:30]1. Starting materials: CC(C)(C)C(=O)Nc1ccncc1C=O, Cl. The product is Nc1ccncc1C=O. Reaction SMILES: [CH:1](=[O:2])[c:3]1[cH:4][n:5][cH:6][cH:7][c:8]1[NH:9][C:10](=[O:11])[C:12]([CH3:13])([CH3:14])[CH3:15].[ClH:16]>>[CH:1](=[O:2])[c:3]1[cH:4][n:5][cH:6][cH:7][c:8]1[NH2:9]. Reactants: C(=O)(O)[O-].[Na+] (NaHCO3), COC(CN(C)C(CC(CN1C(C=2N(C=3C=C(OC3C2)C2=CC=C(C=C2)Cl)C1=S)=O)(C)C)=O)=O (({4-[2-(4-Chloro-phenyl)-6-oxo-4-thioxo-6H-1-oxa-3b,5-diaza-cyclopenta[a]pentalen-5-yl]-3,3-dimethyl-butyryl}-methyl-amino)-acetic acid methyl ester), O (water), O (water), C(Cl)(Cl)Cl (chloroform). Solvent: CO (methanol), C(=O)(C(F)(F)F)O (TFA). Run at temperature 40 celsius, time 16 hour. Yields the product ClC1=CC=C(C=C1)C=1OC=2C=C3N(C2C1)C(N(C3=O)CC(CC(=O)N(C)CC(=O)O)(C)C)=S (({4-[2-(4-Chloro-phenyl)-6-oxo-4-thioxo-6H-1-oxa-3b,5-diaza-cyclopenta[a]pentalen-5-yl]-3,3-dimethyl-butyryl}-methyl-amino)-acetic acid). Yield: 88.0%. As a reaction SMILES: C[O:2][C:3](=[O:34])[CH2:4][N:5]([C:7](=[O:33])[CH2:8][C:9]([CH3:32])([CH3:31])[CH2:10][N:11]1[C:28](=[S:29])[N:14]2[C:15]3[CH:16]=[C:17]([C:21]4[CH:26]=[CH:25][C:24]([Cl:27])=[CH:23][CH:22]=4)[O:18][C:19]=3[CH:20]=[C:13]2[C:12]1=[O:30])[CH3:6].O.C(Cl)(Cl)Cl.C([O-])(O)=O.[Na+]>C(O)(C(F)(F)F)=O.CO>[Cl:27][C:24]1[CH:25]=[CH:26][C:21]([C:17]2[O:18][C:19]3[CH:20]=[C:13]4[C:12](=[O:30])[N:11]([CH2:10][C:9]([CH3:31])([CH3:32])[CH2:8][C:7]([N:5]([CH2:4][C:3]([OH:34])=[O:2])[CH3:6])=[O:33])[C:28](=[S:29])[N:14]4[C:15]=3[CH:16]=2)=[CH:22][CH:23]=1 |f:3.4|. Procedure: Compound 20 was dissolved in TFA (1.5 ml) and water (0.75 ml) was added thereto. The resulting mixture was stirred at 40° C. for 16 hours. After cooling the mixture to room temperature, water and chloroform were added, followed by addition of 10% NaHCO3 (20 ml), while maintaining an acidic pH of the solution. The organic layer was separated, washed twice with water, dried over Na2SO4 and the solvent was evaporated under reduced pressure to give an orange solid. Chromatography purification was ca...